Dataset: the Open Reaction Database (ORD), a public repository of structured organic reaction records. Task: describe an organic reaction: reactants, conditions, products, and yield Reactants: O=C(O)c1cc(Br)cnc1O, CN(C)C=O, O=S(Cl)Cl. The product is O=C(O)c1cc(Br)cnc1Cl. As a reaction SMILES: [Br:1][c:2]1[cH:3][c:4]([C:9](=[O:10])[OH:11])[c:5]([OH:8])[n:6][cH:7]1.[CH3:16][N:17]([CH3:18])[CH:19]=[O:20].[S:12]([Cl:13])([Cl:14])=[O:15]>>[Br:1][c:2]1[cH:3][c:4]([C:9](=[O:10])[OH:11])[c:5]([Cl:14])[n:6][cH:7]1.